This data is from the Open Reaction Database (ORD), a public repository of structured organic reaction records. The task is: describe an organic reaction: reactants, conditions, products, and yield Reactants: CC(C)(C#N)N=NC(C)(C)C#N (AIBN), BrCCCCN1C(=NC(=C1)C1=CC=CC=C1)C=O (1-(4-bromobutyl)-4-phenyl-1H-imidazole-2-carbaldehyde), C(CCC)[SnH](CCCC)CCCC (tributylstannane), N(=N\C(C#N)(CC)C)/C(C#N)(CC)C ((E)-2,2′-(Diazene-1,2-diyl)bis(2-methylbutanenitrile)). Solvent: C(C)#N (acetonitrile). Product: C1(=CC=CC=C1)C=1N=C(N2C1CCCC2)C=O (1-phenyl-5,6,7,8-tetrahydroimidazo[1,5-a]pyridine-3-carbaldehyde). The yield is 36.8%. RXN SMILES: Br[CH2:2][CH2:3][CH2:4][CH2:5][N:6]1[CH:10]=[C:9]([C:11]2[CH:16]=[CH:15][CH:14]=[CH:13][CH:12]=2)[N:8]=[C:7]1[CH:17]=[O:18].N(/C(C)(CC)C#N)=N\C(C)(CC)C#N.C([SnH](CCCC)CCCC)CCC.CC(N=NC(C#N)(C)C)(C#N)C>C(#N)C>[C:11]1([C:9]2[N:8]=[C:7]([CH:17]=[O:18])[N:6]3[CH2:5][CH2:4][CH2:3][CH2:2][C:10]=23)[CH:16]=[CH:15][CH:14]=[CH:13][CH:12]=1. Procedure details: A solution of 1-(4-bromobutyl)-4-phenyl-1H-imidazole-2-carbaldehyde (918 mg, 3 mmol) in dry acetonitrile (300 mL) was heated at reflux. (E)-2,2′-(Diazene-1,2-diyl)bis(2-methylbutanenitrile) (AIBN) (288 mg, 1.5 mmol) was added followed by addition of tributylstannane (1.93 g, 6.6 mmol) over the course of 2 hours. An additional aliquot of AIBN (288 mg, 1.5 mmol) was added 1 hour after the start of the reaction. The mixture was stirred under reflux for 2 hours. Acetonitrile was removed under reduce... Reactants: ClC=1C(=CC2=C(OCO2)C1)CN1C(=NC(=C1C(=O)OCC)S)CCC (ethyl 1-[(6-chloro-1,3-benzodioxol-5-yl) methyl]-4-mercapto-2-propyl-1H-imidazole-5-carboxylate), product, suspension, [H-].[Na+] (sodium hydride), [Cl-].[NH4+] (ammonium chloride), C(C)(=O)OCC (ethyl acetate). Run at time 15 minute. Yields the product ClC=1C(=CC2=C(OCO2)C1)CN1C(=NC(=C1C(=O)OCC)SC1CCC(CC1)=CC(=O)OCC)CCC (ethyl 1-[(6-chloro-1,3-benzodioxol-5-yl) methyl]-4-[[4-(2-ethoxy-2-oxoethylidene) cyclohexyl] thio]-2-propyl-1H-imidazole-5-carboxylate). Reaction SMILES: [Cl:1][C:2]1[C:3]([CH2:11][N:12]2[C:16]([C:17]([O:19][CH2:20][CH3:21])=[O:18])=[C:15]([SH:22])[N:14]=[C:13]2[CH2:23][CH2:24][CH3:25])=[CH:4][C:5]2[O:9][CH2:8][O:7][C:6]=2[CH:10]=1.[H-].[Na+].[Cl-].[NH4+].[C:30]([O:33][CH2:34][CH3:35])(=[O:32])[CH3:31]>>[Cl:1][C:2]1[C:3]([CH2:11][N:12]2[C:16]([C:17]([O:19][CH2:20][CH3:21])=[O:18])=[C:15]([S:22][CH:2]3[CH2:3][CH2:4][C:5](=[CH:31][C:30]([O:33][CH2:34][CH3:35])=[O:32])[CH2:6][CH2:10]3)[N:14]=[C:13]2[CH2:23][CH2:24][CH3:25])=[CH:4][C:5]2[O:9][CH2:8][O:7][C:6]=2[CH:10]=1 |f:1.2,3.4|. Reported procedure: 1.1 g of the product obtained in Stage 6 of Example 1 is introduced, 127 mg of a suspension of sodium hydride at 50% in oil is added and the reaction medium is left under agitation for 15 minutes at ambient temperature. Then 657 mg of the product obtained in Stage 1 of Preparation 1 is added and the reaction medium is left under agitation for 24 hours at ambient temperature, followed by hydrolysis with a saturated solution of ammonium chloride and extraction with ethyl acetate and after chromato... The reactants are CCCN(C)C(=O)c1cnc(Cl)c(C(=O)OC)c1, CO, [Na+], [OH-], O. Yields the product CCCN(C)C(=O)c1cnc(Cl)c(C(=O)O)c1. Reaction SMILES: [CH3:1][O:2][C:3]([c:4]1[c:5]([Cl:17])[n:6][cH:7][c:8]([C:10]([N:11]([CH2:12][CH2:13][CH3:14])[CH3:15])=[O:16])[cH:9]1)=[O:18].[CH3:21][OH:22].[Na+:20].[OH-:19].[OH2:23]>>[O:2]=[C:3]([c:4]1[c:5]([Cl:17])[n:6][cH:7][c:8]([C:10]([N:11]([CH2:12][CH2:13][CH3:14])[CH3:15])=[O:16])[cH:9]1)[OH:18]. The reactants are N#Cc1ccc(CCCI)cc1, C1CNCCN1, C1CCOC1. Product: N#Cc1ccc(CCCN2CCNCC2)cc1. RXN SMILES: [C:1](#[N:2])[c:3]1[cH:4][cH:5][c:6]([CH2:9][CH2:10][CH2:11][I:12])[cH:7][cH:8]1.[CH2:13]1[CH2:14][NH:15][CH2:16][CH2:17][NH:18]1.[O:19]1[CH2:20][CH2:21][CH2:22][CH2:23]1>>[C:1](#[N:2])[c:3]1[cH:4][cH:5][c:6]([CH2:9][CH2:10][CH2:11][N:15]2[CH2:14][CH2:13][NH:18][CH2:17][CH2:16]2)[cH:7][cH:8]1. Reactants: COC(=O)C(Oc1ccc2c(c1)OCCn1cc(-c3ncnn3C(C)C)nc1-2)C1CC1, CO, N. Yields the product CC(C)n1ncnc1-c1cn2c(n1)-c1ccc(OC(C(N)=O)C3CC3)cc1OCC2. As a reaction SMILES: [CH3:1][O:2][C:3]([CH:4]([O:5][c:6]1[cH:7][c:8]2[c:9]([cH:26][cH:27]1)-[c:10]1[n:11][c:12](-[c:18]3[n:19]([CH:23]([CH3:24])[CH3:25])[n:20][cH:21][n:22]3)[cH:13][n:14]1[CH2:15][CH2:16][O:17]2)[CH:28]1[CH2:29][CH2:30]1)=[O:31].[CH3:33][OH:34].[NH3:32]>>[O:2]=[C:3]([CH:4]([O:5][c:6]1[cH:7][c:8]2[c:9]([cH:26][cH:27]1)-[c:10]1[n:11][c:12](-[c:18]3[n:19]([CH:23]([CH3:24])[CH3:25])[n:20][cH:21][n:22]3)[cH:13][n:14]1[CH2:15][CH2:16][O:17]2)[CH:28]1[CH2:29][CH2:30]1)[NH2:32]. Reaction SMILES: [CH3:2][CH:3]1[O:4][c:5]2[c:6]([cH:8][c:9]([O:39][C:40]([F:41])([F:42])[F:43])[cH:10][c:11]2[CH:12]2[CH2:13][C:14]3([C:15]4([c:31]5[cH:32][cH:33][cH:34][cH:35][cH:36]5)[CH2:16][CH:17]([S:22]([c:23]5[cH:24][cH:25][cH:26][cH:27][cH:28]5)(=[O:29])=[O:30])[CH:18]([CH2:19][CH2:20]3)[NH:21]4)[O:37][CH2:38]2)[CH2:7]1.[CH3:51][OH:52].[Na+:49].[Na+:50].[Na:1].[P:44]([O-:45])([O-:46])([OH:47])=[O:48]>>[CH3:2][CH:3]1[O:4][c:5]2[c:6]([cH:8][c:9]([O:39][C:40]([F:41])([F:42])[F:43])[cH:10][c:11]2[CH:12]2[CH2:13][C:14]3([C:15]4([c:31]5[cH:32][cH:33][cH:34][cH:35][cH:36]5)[CH2:16][CH2:17][CH:18]([CH2:19][CH2:20]3)[NH:21]4)[O:37][CH2:38]2)[CH2:7]1. Starting materials: CC1Cc2cc(OC(F)(F)F)cc(C3COC4(CCC5NC4(c4ccccc4)CC5S(=O)(=O)c4ccccc4)C3)c2O1, CO, [Na+], [Na+], [Na], O=P([O-])([O-])O. Product: CC1Cc2cc(OC(F)(F)F)cc(C3COC4(CCC5CCC4(c4ccccc4)N5)C3)c2O1.